Dataset: the Open Reaction Database (ORD), a public repository of structured organic reaction records. Task: describe an organic reaction: reactants, conditions, products, and yield Starting materials: CC1(OB(OC1(C)C)C=1C=C2CCNC(C2=CC1)=O)C (6-(4,4,5,5-tetramethyl-1,3,2-dioxaborolan-2-yl)-3,4-dihydroisoquinolin-1(2H)-one), C(C)(C)I (isopropyl iodide). The product is C(C)(C)N1C(C2=CC=C(C=C2CC1)B1OC(C(O1)(C)C)(C)C)=O (2-isopropyl-6-(4,4,5,5-tetramethyl-1,3,2-dioxaborolan-2-yl)-3,4-dihydroisoquinolin-1(2H)-one). As a reaction SMILES: [CH3:1][C:2]1([CH3:20])[C:6]([CH3:8])([CH3:7])[O:5][B:4]([C:9]2[CH:10]=[C:11]3[C:16](=[CH:17][CH:18]=2)[C:15](=[O:19])[NH:14][CH2:13][CH2:12]3)[O:3]1.[CH:21](I)([CH3:23])[CH3:22]>>[CH:21]([N:14]1[CH2:13][CH2:12][C:11]2[C:16](=[CH:17][CH:18]=[C:9]([B:4]3[O:3][C:2]([CH3:20])([CH3:1])[C:6]([CH3:7])([CH3:8])[O:5]3)[CH:10]=2)[C:15]1=[O:19])([CH3:23])[CH3:22]. Procedure: This compound was prepared by using procedures analogous to those described for the synthesis of Example 9, Step 1 starting from 6-(4,4,5,5-tetramethyl-1,3,2-dioxaborolan-2-yl)-3,4-dihydroisoquinolin-1(2H)-one and isopropyl iodide. LCMS (M+H)+=316.1. The reactants are C(C)(C)(C)OC(=O)NC=1SC=C(N1)C(C(=O)OCC)CC=C (Ethyl 2-(2-tert-butoxycarbonylaminothiazol-yl)-4-pentenoate), C(C)(C)(C)OC(=O)NC=1SC=C(N1)C(C(=O)OCC)CC=C (Ethyl 2-(2-tert-butoxycarbonylaminothiazol-yl)-4-pentenoate), C[N+]1(CCOCC1)[O-] (N-methyl morpholine oxide), CC(=O)C.O (acetone water), solid, S([O-])(O)(=O)=O.[Na+] (sodium bisulfate). Reagents/catalysts: [Os](=O)(=O)(=O)=O (osmium tetroxide). Run in 4/1, C(C)(=O)OCC (ethyl acetate), CCCCCC (hexane). Reaction conditions: time 1.5 hour. Yields the product C(C)(C)(C)OC(=O)NC=1SC=C(N1)C(C(=O)OCC)CC=O (Ethyl 2-(2-tert-butoxycarbonylaminothiazol-4-yl)-3-formylpropanoate). Yield: 52.3%. Reaction SMILES: [C:1]([O:5][C:6]([NH:8][C:9]1[S:10][CH:11]=[C:12]([CH:14]([CH2:20][CH:21]=C)[C:15]([O:17][CH2:18][CH3:19])=[O:16])[N:13]=1)=[O:7])([CH3:4])([CH3:3])[CH3:2].C[N+]1([O-])CC[O:27]CC1.CC(C)=O.O.S(=O)(=O)(O)[O-].[Na+]>C(OCC)(=O)C.[Os](=O)(=O)(=O)=O.CCCCCC>[C:1]([O:5][C:6]([NH:8][C:9]1[S:10][CH:11]=[C:12]([CH:14]([CH2:20][CH:21]=[O:27])[C:15]([O:17][CH2:18][CH3:19])=[O:16])[N:13]=1)=[O:7])([CH3:2])([CH3:3])[CH3:4] |f:2.3,4.5|. Procedure: A mixture of 150 g (460 mmol) of ethyl 2-(2-tert-butoxycarbonylaminothiazol-yl)-4-pentenoate (Intermediate 34), 57 g (470 mmol) of N-methyl morpholine oxide and 1.0 g of osmium tetroxide in 1250 mL of 4/1 v/v acetone/water was stirred at RT for 1.5 h. To the mixture was added 100 g of solid sodium bisulfate and continued to stir for 0.5 h. The solid was removed by filtration and washing with acetone. The filtrates were combined and evaporated. The residue was diluted with 1000 mL of water and 20... Starting materials: FC1=C2C(=C(C(=NC2=CC(=C1)F)N1CCNCC1)C)NC=1C=NC=C(C1)N1CCOCC1 (5,7-difluoro-3-methyl-N-(5-morpholinopyridin-3-yl)-2-(piperazin-1-yl)quinolin-4-amine), FC1=CC=C(C=C1)S(=O)(=O)Cl (4-fluorobenzene-1-sulfonyl chloride). Yields the product FC1=C2C(=C(C(=NC2=CC(=C1)F)N1CCN(CC1)S(=O)(=O)C1=CC=C(C=C1)F)C)NC=1C=NC=C(C1)N1CCOCC1 (5,7-difluoro-2-(4-(4-fluorophenylsulfonyl)-piperazin-1-yl)-3-methyl-N-(5-morpholinopyridin-3-yl)quinolin-4-amine). RXN SMILES: [F:1][C:2]1[CH:11]=[C:10]([F:12])[CH:9]=[C:8]2[C:3]=1[C:4]([NH:20][C:21]1[CH:22]=[N:23][CH:24]=[C:25]([N:27]3[CH2:32][CH2:31][O:30][CH2:29][CH2:28]3)[CH:26]=1)=[C:5]([CH3:19])[C:6]([N:13]1[CH2:18][CH2:17][NH:16][CH2:15][CH2:14]1)=[N:7]2.[F:33][C:34]1[CH:39]=[CH:38][C:37]([S:40](Cl)(=[O:42])=[O:41])=[CH:36][CH:35]=1>>[F:1][C:2]1[CH:11]=[C:10]([F:12])[CH:9]=[C:8]2[C:3]=1[C:4]([NH:20][C:21]1[CH:22]=[N:23][CH:24]=[C:25]([N:27]3[CH2:32][CH2:31][O:30][CH2:29][CH2:28]3)[CH:26]=1)=[C:5]([CH3:19])[C:6]([N:13]1[CH2:14][CH2:15][N:16]([S:40]([C:37]3[CH:38]=[CH:39][C:34]([F:33])=[CH:35][CH:36]=3)(=[O:42])=[O:41])[CH2:17][CH2:18]1)=[N:7]2. Reported procedure: Prepared according to Procedure M using 5,7-difluoro-3-methyl-N-(5-morpholinopyridin-3-yl)-2-(piperazin-1-yl)quinolin-4-amine (50 mg, 0.11 mmol) and 4-fluorobenzene-1-sulfonyl chloride to give 5,7-difluoro-2-(4-(4-fluorophenylsulfonyl)-piperazin-1-yl)-3-methyl-N-(5-morpholinopyridin-3-yl)quinolin-4-amine. 1H NMR (DMSO-d6) δ ppm 1.97 (br s, 3H), 3.04 (t, J=4.8 Hz, 4H), 3.11 (br s, 4H), 3.33-3.37 (m, 4H), 3.69 (t, J=4.4 Hz, 4H), 6.48 (s, 1H), 7.13-7.19 (m, 1H), 7.25-7.28 (m, 1H), 7.49-7.54 (m, 3H)... The reactants are ClC1=CC=C(N=N1)CCC1=NN=C2N1C=CC=C2 ((-(6-chloropyridazin-3-yl)ethyl)-[1,2,4]triazolo[4,3-a]pyridine), BrC=1C=CC(=NC1)NNC(C(C)C=1N=NC(=CC1)Cl)=O (N′-(5-bromopyridin-2-yl)-2-(6-chloropyridazin-3-yl)propanehydrazide), P(=O)(Cl)(Cl)Cl (phosphoryl trichloride). The product is BrC=1C=CC=2N(C1)C(=NN2)C(C)C=2C=CC=1N(N2)C=C(N1)NC(=O)C1CC1 (N-(6-(1-(6-bromo-[1,2,4]triazolo[4,3-a]pyridin-3-yl)ethyl)imidazo[1,2-b]pyridazin-2-yl)cyclopropanecarboxamide), ClC1=CC=C(N=N1)CCC1=NN=C2N1C=CC=C2 ((-(6-chloropyridazin-3-yl)ethyl)-[1,2,4]triazolo[4,3-a]pyridine). Isolated yield 26.7%. As a reaction SMILES: [Cl:1][C:2]1[N:7]=[N:6][C:5]([CH2:8][CH2:9][C:10]2[N:14]3[CH:15]=[CH:16][CH:17]=[CH:18][C:13]3=[N:12][N:11]=2)=[CH:4][CH:3]=1.[Br:19][C:20]1[CH:21]=[CH:22][C:23]([NH:26][NH:27][C:28](=O)[CH:29]([C:31]2[N:32]=[N:33][C:34](Cl)=[CH:35][CH:36]=2)[CH3:30])=[N:24][CH:25]=1.P(Cl)(Cl)(Cl)=[O:40]>>[Br:19][C:20]1[CH:21]=[CH:22][C:23]2[N:24]([C:28]([CH:29]([C:31]3[CH:36]=[CH:35][C:34]4[N:33]([CH:9]=[C:10]([NH:14][C:15]([CH:16]5[CH2:17][CH2:18]5)=[O:40])[N:11]=4)[N:32]=3)[CH3:30])=[N:27][N:26]=2)[CH:25]=1.[Cl:1][C:2]1[N:7]=[N:6][C:5]([CH2:8][CH2:9][C:10]2[N:14]3[CH:15]=[CH:16][CH:17]=[CH:18][C:13]3=[N:12][N:11]=2)=[CH:4][CH:3]=1. Reported procedure: 6-Bromo-3-((-(6-chloropyridazin-3-yl)ethyl)-[1,2,4]triazolo[4,3-a]pyridine (48D): A solution of N′-(5-bromopyridin-2-yl)-2-(6-chloropyridazin-3-yl)propanehydrazide (13 g, 36.5 mmol) in phosphoryl trichloride (84 ml, 901 mmol) was heated in the microwave at 140° C. for 15 min. The reaction was concentrated via rotary evaporation and the resulting mixture was added drop-wise to a mixture of EtOAc:Saturated Bicarbonate (aq) (4:6, 1 L). The organic phase was separated and the aqueous phase was extra... Starting materials: CNN (methyl hydrazine), CSC1=NC=CC(=N1)C(=O)Cl (2-methylsulfanyl-pyrimidine-4-carbonyl chloride). Solvent: C(Cl)Cl (CH2Cl2), C(Cl)Cl (CH2Cl2). Conditions: temperature -78 celsius, time 2 hour. Product: CN(N)C(=O)C1=NC(=NC=C1)SC (2-Methylsulfanyl-pyrimidine-4-carboxylic acid N-methyl-hydrazide). The yield is 33.2%. RXN SMILES: [CH3:1][NH:2][NH2:3].[CH3:4][S:5][C:6]1[N:11]=[C:10]([C:12](Cl)=[O:13])[CH:9]=[CH:8][N:7]=1>C(Cl)Cl>[CH3:1][N:2]([C:12]([C:10]1[CH:9]=[CH:8][N:7]=[C:6]([S:5][CH3:4])[N:11]=1)=[O:13])[NH2:3]. Reported procedure: To a −78° C. stirred solution of methyl hydrazine (17 mL, 318 mmol) in CH2Cl2 (500 mL) is added dropwise a solution of 2-methylsulfanyl-pyrimidine-4-carbonyl chloride (20 g, 106 mmol) in CH2Cl2 (500 mL). The reaction mixture is stirred for 2 hours at −78° C. and then slowly warmed to room temperature. The reaction mixture is concentrated under reduced pressure to give a purple oil. Purification over silica (EtOAc/hexanes 1:1) affords 6.98 g (33% yield) of the desired compound. 1H NMR (300 MHz, C... Starting materials: C1(CC1)C1=NN=C(S1)N (5-cyclopropyl-1,3,4-thiadiazol-2-amine), BrCC1OCCC1 (2-(bromomethyl)tetrahydrofuran). Yields the product C1(CC1)C1=NN(C(S1)=N)CC1OCCC1 (5-cyclopropyl-3-(tetrahydrofuran-2-ylmethyl)-1,3,4-thiadiazol-2(3H)-imine). Reaction SMILES: [CH:1]1([C:4]2[S:8][C:7]([NH2:9])=[N:6][N:5]=2)[CH2:3][CH2:2]1.Br[CH2:11][CH:12]1[CH2:16][CH2:15][CH2:14][O:13]1>>[CH:1]1([C:4]2[S:8][C:7](=[NH:9])[N:6]([CH2:11][CH:12]3[CH2:16][CH2:15][CH2:14][O:13]3)[N:5]=2)[CH2:3][CH2:2]1. Reported procedure: 5-cyclopropyl-1,3,4-thiadiazol-2-amine (ASD) and 2-(bromomethyl)tetrahydrofuran (Acros) were processed using the method described in Example 1C to afford the title compound.